Dataset: the Open Reaction Database (ORD), a public repository of structured organic reaction records. Task: describe an organic reaction: reactants, conditions, products, and yield The reactants are C[O-], CO, O=Cc1ncc(Cl)nc1Cl, [Na+]. Yields the product COc1cnc(C=O)c(Cl)n1. RXN SMILES: [CH3:11][O-:12].[CH3:14][OH:15].[Cl:1][c:2]1[c:3]([CH:9]=[O:10])[n:4][cH:5][c:6]([Cl:8])[n:7]1.[Na+:13]>>[Cl:1][c:2]1[c:3]([CH:9]=[O:10])[n:4][cH:5][c:6]([O:12][CH3:11])[n:7]1. The reactants are NC1=C(C=CC(=C1)CCCCCCCC)O (2-amino-4-octylphenol), N1=CC=CC=C1 (pyridine), C(CCCCCCCCC)OC1=CC=C(C(=O)Cl)C=C1 (4-decyloxybenzoyl chloride), O1CCOCC1 (dioxane). Solvent: O (water). Product: C(CCCCCCCCC)OC1=CC=C(C(=O)NC2=C(C=CC(=C2)CCCCCCCC)O)C=C1 (2-(4-decyloxybenzoylamino)-4-octylphenol). Isolated yield 97.4%. As a reaction SMILES: [NH2:1][C:2]1[CH:7]=[C:6]([CH2:8][CH2:9][CH2:10][CH2:11][CH2:12][CH2:13][CH2:14][CH3:15])[CH:5]=[CH:4][C:3]=1[OH:16].[CH2:17]([O:27][C:28]1[CH:36]=[CH:35][C:31]([C:32](Cl)=[O:33])=[CH:30][CH:29]=1)[CH2:18][CH2:19][CH2:20][CH2:21][CH2:22][CH2:23][CH2:24][CH2:25][CH3:26].O1CCOCC1.N1C=CC=CC=1>O>[CH2:17]([O:27][C:28]1[CH:29]=[CH:30][C:31]([C:32]([NH:1][C:2]2[CH:7]=[C:6]([CH2:8][CH2:9][CH2:10][CH2:11][CH2:12][CH2:13][CH2:14][CH3:15])[CH:5]=[CH:4][C:3]=2[OH:16])=[O:33])=[CH:35][CH:36]=1)[CH2:18][CH2:19][CH2:20][CH2:21][CH2:22][CH2:23][CH2:24][CH2:25][CH3:26]. Reported procedure: In a 50 ml-three-necked flask, 0.50 g (2.43 mM) of 2-amino-4-octylphenol, 0.82 g (2.54 mM) of 4-decyloxybenzoyl chloride and 20 ml of dioxane were placed and heated. To the mixture, 0.88 ml of pyridine was gradually added dropwise at around 90° C. under stirring, followed by further stirring for 35 minutes at around 90° C. After the reaction, the reaction mixture was poured into water to precipitate a crystal. The crystal was recovered by filtration and washed with water, followed by recrystalli... Reactants: CC1CCCC(C(C)(C)C)C1=O, Cc1cccc(C(C)(C)C)c1O, N, O=C1CCCCC1, O, [Pd]. The product is Cc1cccc(C(C)(C)C)c1N. Reaction SMILES: [CH3:13][CH:14]1[CH2:15][CH2:16][CH2:17][CH:18]([C:19]([CH3:20])([CH3:21])[CH3:22])[C:23]1=[O:24].[CH3:1][c:2]1[c:3]([OH:12])[c:4]([C:8]([CH3:9])([CH3:10])[CH3:11])[cH:5][cH:6][cH:7]1.[NH3:25].[O:26]=[C:27]1[CH2:28][CH2:29][CH2:30][CH2:31][CH2:32]1.[OH2:34].[Pd:33]>>[CH3:1][c:2]1[c:3]([NH2:25])[c:4]([C:8]([CH3:9])([CH3:10])[CH3:11])[cH:5][cH:6][cH:7]1. Starting materials: C(C)(C)(C)OC(=O)N[C@@H](CC1=CC=C(C=C1)C1=CC=CC=C1)C1=NN=NN1CCC#N ((S)-3-[5-(1-t-butoxycarbonylamino-2-biphenyl-4-yl-ethyl)-tetrazol-1-yl]-propionitrile), FC(C(=O)O)(F)F (trifluoroacetic acid). The solvent is C(Cl)Cl (methylene chloride). Conditions: time 50 minute. The product is FC(C(=O)O)(F)F.N[C@@H](CC1=CC=C(C=C1)C1=CC=CC=C1)C1=NN=NN1CCC#N ((S)-3-[5-(1-amino-2-biphenyl-4-yl-ethyl)-tetrazol-1-yl]-propionitrile trifluoroacetate salt). RXN SMILES: C(OC([NH:8][C@H:9]([C:23]1[N:27]([CH2:28][CH2:29][C:30]#[N:31])[N:26]=[N:25][N:24]=1)[CH2:10][C:11]1[CH:16]=[CH:15][C:14]([C:17]2[CH:22]=[CH:21][CH:20]=[CH:19][CH:18]=2)=[CH:13][CH:12]=1)=O)(C)(C)C.[F:32][C:33]([F:38])([F:37])[C:34]([OH:36])=[O:35]>C(Cl)Cl>[F:32][C:33]([F:38])([F:37])[C:34]([OH:36])=[O:35].[NH2:8][C@H:9]([C:23]1[N:27]([CH2:28][CH2:29][C:30]#[N:31])[N:26]=[N:25][N:24]=1)[CH2:10][C:11]1[CH:16]=[CH:15][C:14]([C:17]2[CH:22]=[CH:21][CH:20]=[CH:19][CH:18]=2)=[CH:13][CH:12]=1 |f:3.4|. Reported procedure: (S)-3-[5-(1-t-butoxycarbonylamino-2-biphenyl-4-yl-ethyl)-tetrazol-1-yl]-propionitrile (9.22 g, 22 mmol) is dissolved in methylene chloride (135 mL) under nitrogen. To the stirred solution is added trifluoroacetic acid (50 mL). After 50 minutes, the solution is concentrated under reduced pressure and the residue is treated with ether (200 mL). The amorphous solid is filtered off, washed with ether and dried under vacuum at 45° for 2 hours, then at room temperature for 18 hours to yield (S)-3-[5-(...